Dataset: the Open Reaction Database (ORD), a public repository of structured organic reaction records. Task: describe an organic reaction: reactants, conditions, products, and yield Starting materials: C(C)(=O)N1CCC2=CC(=C(C=C12)NC=1N=C(C2=C(N1)N(C=C2)S(=O)(=O)C2=CC=C(C=C2)C)NC2=C(C(=O)NC)C(=CC=C2)F)OC (2-({2-{[1-acetyl-5-(methyloxy)-2,3-dihydro-1H-indol-6-yl]amino}-7-[(4-methylphenyl)sulfonyl]-7H-pyrrolo[2,3-d]pyrimidin-4-yl}amino)-6-fluoro-N-methylbenzamide), C[O-].[Na+] (sodium methoxide). Run in CO (MeOH), C1CCOC1 (THF), CCOC(=O)C (EtOAc), [Na+].[Cl-] (NaCl). Run at time 8 hour. Yields the product C(C)(=O)N1CCC2=CC(=C(C=C12)NC1=NC(=C2C(N1)=NC=C2)NC2=C(C(=O)NC)C(=CC=C2)F)OC (2-[(2-{[1-acetyl-5-(methyloxy)-2,3-dihydro-1H-indol-6-yl]amino}-1H-pyrrolo[2,3-d]pyrimidin-4-yl)amino]-6-fluoro-N-methylbenzamide). The yield is 74.6%. As a reaction SMILES: [C:1]([N:4]1[C:12]2[C:7](=[CH:8][C:9]([O:45][CH3:46])=[C:10]([NH:13][C:14]3[N:15]=[C:16]([NH:33][C:34]4[CH:43]=[CH:42][CH:41]=[C:40]([F:44])[C:35]=4[C:36]([NH:38][CH3:39])=[O:37])[C:17]4[CH:22]=[CH:21][N:20](S(C5C=CC(C)=CC=5)(=O)=O)[C:18]=4[N:19]=3)[CH:11]=2)[CH2:6][CH2:5]1)(=[O:3])[CH3:2].C[O-].[Na+]>CO.C1COCC1.CCOC(C)=O.[Na+].[Cl-]>[C:1]([N:4]1[C:12]2[C:7](=[CH:8][C:9]([O:45][CH3:46])=[C:10]([NH:13][C:14]3[NH:19][C:18]4=[N:20][CH:21]=[CH:22][C:17]4=[C:16]([NH:33][C:34]4[CH:43]=[CH:42][CH:41]=[C:40]([F:44])[C:35]=4[C:36]([NH:38][CH3:39])=[O:37])[N:15]=3)[CH:11]=2)[CH2:6][CH2:5]1)(=[O:3])[CH3:2] |f:1.2,6.7|. Procedure details: A solution of 2-({2-{[1-acetyl-5-(methyloxy)-2,3-dihydro-1H-indol-6-yl]amino}-7-[(4-methylphenyl)sulfonyl]-7H-pyrrolo[2,3-d]pyrimidin-4-yl}amino)-6-fluoro-N-methylbenzamide (130 mg, 0.2 mmol) in MeOH (10 mL) and THF (20 mL) was treated with a solution of sodium methoxide (0.5M in MeOH, 4 mL, 2 mmol). The resulting mixture was stirred at rt overnight, then diluted with EtOAc (100 mL) and saturated NaCl solution. The organic layer was washed with a saturated NaHCO3 solution, concentrated onto Celi... Conditions: temperature 40 celsius, time 8 hour. Product: N(=[N+]=[N-])CCN1N=C(C(=C1C(=O)OC)OCC1=CC=CC=C1)C(=O)OC (Dimethyl 1-(2-azidoethyl)-4-benzyloxy-1H-pyrazole-3,5-dicarboxylate). The solvent is CN(C)C=O (DMF). RXN SMILES: [CH2:1]([O:8][C:9]1[C:10]([C:21]([O:23][CH3:24])=[O:22])=[N:11][N:12]([CH2:18][CH2:19]Br)[C:13]=1[C:14]([O:16][CH3:17])=[O:15])[C:2]1[CH:7]=[CH:6][CH:5]=[CH:4][CH:3]=1.[N-:25]=[N+:26]=[N-:27].[Na+]>CN(C=O)C>[N:25]([CH2:19][CH2:18][N:12]1[C:13]([C:14]([O:16][CH3:17])=[O:15])=[C:9]([O:8][CH2:1][C:2]2[CH:7]=[CH:6][CH:5]=[CH:4][CH:3]=2)[C:10]([C:21]([O:23][CH3:24])=[O:22])=[N:11]1)=[N+:26]=[N-:27] |f:1.2|. Reactants: C(C1=CC=CC=C1)OC=1C(=NN(C1C(=O)OC)CCBr)C(=O)OC (dimethyl 4-benzyloxy-1-(2-bromoethyl)-1H-pyrazole-3,5-dicarboxylate), [N-]=[N+]=[N-].[Na+] (sodium azide). Procedure: To a solution of dimethyl 4-benzyloxy-1-(2-bromoethyl)-1H-pyrazole-3,5-dicarboxylate (1.0 g, 2.52 mmol) in DMF was added sodium azide. The reaction mixture was stirred at 40° C. overnight and quenched with water (100 mL). The mixture was extracted with EtOAc four times, and the organic extracts were washed with brine, dried over Na2SO4, and concentrated in vacuo. The resulting residue was purified by flash chromatography on silica gel using 0-30% EtOAc/hexanes gradient elution. Collection and co... The solvent is ClCCCl (1,2-dichloroethane). The product is C(C)(=O)C1(CCN(CC1)CCCCC12C(NC=3C=CC=C(C13)CCC2)=O)C2=CC=CC=C2 (2a-[4-(4-Acetyl-4-phenyl-piperidyl)butyl]-2a,3,4,5-tetrahydrobenz[cd]indole-2(1H)-one). Yield: 23.6%. The reactants are C(=O)CCCC12C(NC=3C=CC=C(C13)CCC2)=O (2a-(3-Formylpropyl)-2a,3,4,5-tetrahydrobenz[cd]indole-2(1H)-one), Cl.C(C)(=O)C1(CCNCC1)C1=CC=CC=C1 (4-acetyl-4-phenylpiperidine hydrochloride), C(C)(=O)O (acetic acid), sodium triacetoxyborate, C(C)(=O)OCC (ethyl acetate). Procedure details: 2a-(3-Formylpropyl)-2a,3,4,5-tetrahydrobenz[cd]indole-2(1H)-one (180 mg, 0.72 mmol), 4-acetyl-4-phenylpiperidine hydrochloride (190 mg, 0.79 mmol), acetic acid (430 mg, 7.2 mmol) and sodium triacetoxyborate (310 mg, 1.4 mmol) were stirred in 1,2-dichloroethane (3 ml) at a room temperature for 20 hours. The reaction solution was mixed with ethyl acetate (80 ml), washed with sodium hydroxide aqueous solution (1 N) and saturated brine and dried with anhydrous sodium sulfate. Then the compound obtai... RXN SMILES: [CH:1]([CH2:3][CH2:4][CH2:5][C:6]12[CH2:17][CH2:16][CH2:15][C:13]3[C:14]1=[C:9]([CH:10]=[CH:11][CH:12]=3)[NH:8][C:7]2=[O:18])=O.Cl.[C:20]([C:23]1([C:29]2[CH:34]=[CH:33][CH:32]=[CH:31][CH:30]=2)[CH2:28][CH2:27][NH:26][CH2:25][CH2:24]1)(=[O:22])[CH3:21].C(O)(=O)C.C(OCC)(=O)C>ClCCCl>[C:20]([C:23]1([C:29]2[CH:34]=[CH:33][CH:32]=[CH:31][CH:30]=2)[CH2:24][CH2:25][N:26]([CH2:1][CH2:3][CH2:4][CH2:5][C:6]23[CH2:17][CH2:16][CH2:15][C:13]4[C:14]2=[C:9]([CH:10]=[CH:11][CH:12]=4)[NH:8][C:7]3=[O:18])[CH2:27][CH2:28]1)(=[O:22])[CH3:21] |f:1.2|.